Dataset: the Open Reaction Database (ORD), a public repository of structured organic reaction records. Task: describe an organic reaction: reactants, conditions, products, and yield Reactants: C(C1=CC=CC=C1)(=O)OC(C(=O)C1=CC=C(C=C1)N(C)C)C1=CC=CC=C1 (2-[4-(dimethylamino)phenyl]-2-oxo-1-phenylethyl benzoate), NC(=S)N (thiourea). Solvent: CN(C=O)C (dimethylformamide). Reaction conditions: temperature 160 celsius. The product is C1(=CC=CC=C1)C=1OC(=C(N1)C1=CC=C(C=C1)N(C)C)C1=CC=CC=C1 ([4-(2,5-diphenyloxazol-4-yl)phenyl]dimethylamine). As a reaction SMILES: [C:1]([O:9][CH:10]([C:22]1[CH:27]=[CH:26][CH:25]=[CH:24][CH:23]=1)[C:11]([C:13]1[CH:18]=[CH:17][C:16]([N:19]([CH3:21])[CH3:20])=[CH:15][CH:14]=1)=O)(=O)[C:2]1[CH:7]=[CH:6][CH:5]=[CH:4][CH:3]=1.[NH2:28]C(N)=S>CN(C)C=O>[C:2]1([C:1]2[O:9][C:10]([C:22]3[CH:27]=[CH:26][CH:25]=[CH:24][CH:23]=3)=[C:11]([C:13]3[CH:18]=[CH:17][C:16]([N:19]([CH3:21])[CH3:20])=[CH:15][CH:14]=3)[N:28]=2)[CH:7]=[CH:6][CH:5]=[CH:4][CH:3]=1. Reported procedure: 0.5 g of 2-[4-(dimethylamino)phenyl]-2-oxo-1-phenylethyl benzoate is dissolved in 10 ml of dimethylformamide in a reactor. 0.212 g of thiourea (2 eq.) is subsequently added and the reaction mixture is left to react at reflux (160° C.) for 6 hours. Reactants: FC(OC=1C=C(C=CC1)C=CC(=O)O)(F)F (3-(3-trifluoromethoxy-phenyl)-acrylic acid), C(C(=O)Cl)(=O)Cl (oxalyl chloride), amide, N (ammonia). The solvent is C1CCOC1 (THF), CN(C=O)C (N,N-dimethyl formamide). Reaction conditions: time 3 hour. Yields the product FC(OC=1C=C(C=CC1)C=CC(=O)N)(F)F (3-(3-trifluoromethoxy-phenyl)-acrylamide). The yield is 45.0%. As a reaction SMILES: [F:1][C:2]([F:16])([F:15])[O:3][C:4]1[CH:5]=[C:6]([CH:10]=[CH:11][C:12](O)=[O:13])[CH:7]=[CH:8][CH:9]=1.C(Cl)(=O)C(Cl)=O.[NH3:23]>C1COCC1.CN(C)C=O>[F:1][C:2]([F:16])([F:15])[O:3][C:4]1[CH:5]=[C:6]([CH:10]=[CH:11][C:12]([NH2:23])=[O:13])[CH:7]=[CH:8][CH:9]=1. Procedure: To a suspension of 3-(3-trifluoromethoxy-phenyl)-acrylic acid (2.21 g, 9.53 mmol) in THF (15 ml) and N,N-dimethyl formamide (0.2 ml) a solution oxalyl chloride (2.42 g, 19.06 mmol) was added dropwise at 0° C. within 45 min. Stirring was continued at 0–5° C. for 30 min. and 3 h at room temperature thereafter. The resulting solution was cooled to 0–5° C. again and then added within 15 min. to 12 ml of a 25% aqueous ammonia solution. After stirring for 30 min. the precipitated amide was collected, ... Reactants: N1=CC=C(C=C1)C(=O)CC1=CC=CC=C1 (benzyl 4-pyridyl ketone), Cl.NO (hydroxylamine hydrochloride), O (water). Solvent: N1=CC=CC=C1 (pyridine). Run at time 4 hour. Product: C1(=CC=CC=C1)CC(C1=CC=NC=C1)N (2-Phenyl-1-(4-pyridyl)ethylamine). As a reaction SMILES: [N:1]1[CH:6]=[CH:5][C:4]([C:7]([CH2:9][C:10]2[CH:15]=[CH:14][CH:13]=[CH:12][CH:11]=2)=O)=[CH:3][CH:2]=1.Cl.[NH2:17]O.O>N1C=CC=CC=1>[C:10]1([CH2:9][CH:7]([NH2:17])[C:4]2[CH:5]=[CH:6][N:1]=[CH:2][CH:3]=2)[CH:15]=[CH:14][CH:13]=[CH:12][CH:11]=1 |f:1.2|. Reported procedure: 5.34 g of benzyl 4-pyridyl ketone and 3.75 g of hydroxylamine hydrochloride in 50 ml of pyridine are heated to boiling for 4 hours. After cooling, the mixture is stirred into 600 ml of water, and the oxime (5.6 g) of melting point 194°-196° C. is filtered off. The oxime is hydrogenated with hydrogen in isopropanol with Raney nickel at 50° C. and under normal pressure. After the customary working up, the amine is obtained as a pale yellow oil.